From a dataset of the Open Reaction Database (ORD), a public repository of structured organic reaction records. describe an organic reaction: reactants, conditions, products, and yield The reactants are CC(=O)OC(C)=O, CO, Cl, [H-], [Na+], [Na+], [OH-], COc1cc(O)c(C=NO)c2cc(-c3ccc(O)cc3)oc12. The product is COc1cc(O)c(C#N)c2cc(-c3ccc(O)cc3)oc12. As a reaction SMILES: [CH3:28][C:29]([O:30][C:31]([CH3:32])=[O:33])=[O:34].[CH3:35][OH:36].[ClH:27].[H-:24].[Na+:23].[Na+:26].[OH-:25].[OH:1][c:2]1[cH:3][c:4]([O:21][CH3:22])[c:5]2[c:6]([cH:7][c:8](-[c:10]3[cH:11][cH:12][c:13]([OH:16])[cH:14][cH:15]3)[o:9]2)[c:17]1[CH:18]=[N:19][OH:20]>>[OH:1][c:2]1[cH:3][c:4]([O:21][CH3:22])[c:5]2[c:6]([cH:7][c:8](-[c:10]3[cH:11][cH:12][c:13]([OH:16])[cH:14][cH:15]3)[o:9]2)[c:17]1[C:18]#[N:19]. The reactants are CCCCCCC (n-heptane), CCCCCCCC (n-octane), CCCCCC (hexane), C1=CC=CC=C1 (benzene). The reagents and catalysts are [Pt] (platinum). The solvent is C1(=CC=CC=C1)C (toluene), C=1(C(=CC=CC1)C)C (ortho-xylene). Yields the product C(C)C1=CC=CC=C1 (ethylbenzene), CC(C)CCCCC (2-methylheptane). Reaction SMILES: [CH3:1]CCCCC.C1C=CC=CC=1.[CH3:13][CH2:14][CH2:15][CH2:16][CH2:17][CH2:18][CH3:19].[CH3:20][CH2:21][CH2:22][CH2:23][CH2:24][CH2:25][CH2:26][CH3:27]>[Pt].C1(C)C(C)=CC=CC=1.C1(C)C=CC=CC=1>[CH2:21]([C:22]1[CH:27]=[CH:26][CH:25]=[CH:24][CH:23]=1)[CH3:20].[CH3:13][CH:14]([CH2:15][CH2:16][CH2:17][CH2:18][CH3:19])[CH3:1]. Reported procedure: At very high hexane conversions (99%), benzene was formed in over 94% yield. Similarly, n-heptane yielded 96% toluene. Consistent with the non-acidic nature of this platinum catalyst, n-octane yielded predominantly ethylbenzene and ortho-xylene, 2-methylheptane produced mostly meta-xylene, and 3-methylheptane formed mainly ethylbenzene, para-, and ortho-xylene. Reactants: [Na] (Sodium), ClC1=C2NC=NC2=NC=N1 (6-Chloropurine), C1(CCCCC1)CO (cyclohexylmethanol), [Na] (sodium). Solvent: C(C)(=O)O (acetic acid). Reaction conditions: temperature 100 celsius, time 5 day. Product: C1(CCCCC1)COC1=C2NC=NC2=NC=N1 (6-Cyclohexylmethoxypurine). Yield: 70.0%. Reaction SMILES: [Na].[CH:2]1([CH2:8][OH:9])[CH2:7][CH2:6][CH2:5][CH2:4][CH2:3]1.Cl[C:11]1[N:19]=[CH:18][N:17]=[C:16]2[C:12]=1[NH:13][CH:14]=[N:15]2>C(O)(=O)C>[CH:2]1([CH2:8][O:9][C:11]2[N:19]=[CH:18][N:17]=[C:16]3[C:12]=2[NH:13][CH:14]=[N:15]3)[CH2:7][CH2:6][CH2:5][CH2:4][CH2:3]1 |^1:0|. Procedure details: Sodium (0.4 g, 17.4 mmol) was added to stirred cyclohexylmethanol (10 ml) under nitrogen. The reaction was stirred at 100° C. until no sodium remained. 6-Chloropurine (500 mg, 3.24 mmol) was added, and the reaction was stirred under nitrogen at 100° C. for 5 days. After cooling to room temperature, the mixture was neutralised with glacal acetic acid and the solvent was removed in vacuo. Water (20 ml) was added and the product was extracted into dichloromethane (3×30 ml). The combined organic ext... Product: Cn1c2cccc(Br)c2c2c(CBr)nn(-c3ccccc3)c(=O)c21. The reactants are Cc1nn(-c2ccccc2)c(=O)c2c1c1c(Br)cccc1n2C, O=C1CCC(=O)N1Br, CC(C)(C#N)N=NC(C)(C)C#N. As a reaction SMILES: [Br:1][c:2]1[c:3]2[c:4]3[c:5]([n:6]([CH3:11])[c:7]2[cH:8][cH:9][cH:10]1)[c:12](=[O:23])[n:13](-[c:17]1[cH:18][cH:19][cH:20][cH:21][cH:22]1)[n:14][c:15]3[CH3:16].[Br:24][N:25]1[C:26](=[O:27])[CH2:28][CH2:29][C:30]1=[O:31].[N:32]([C:33]([CH3:34])([CH3:35])[C:36]#[N:37])=[N:38][C:39]([CH3:40])([CH3:41])[C:42]#[N:43]>>[Br:1][c:2]1[c:3]2[c:4]3[c:5]([n:6]([CH3:11])[c:7]2[cH:8][cH:9][cH:10]1)[c:12](=[O:23])[n:13](-[c:17]1[cH:18][cH:19][cH:20][cH:21][cH:22]1)[n:14][c:15]3[CH2:16][Br:24]. Starting materials: Cc1cccc(-c2sc(C)nc2C(=O)N2CC3CC(C)CC3C2CN)c1, O=C(O)c1cccc2occc12. Product: Cc1cccc(-c2sc(C)nc2C(=O)N2CC3CC(C)CC3C2CNC(=O)c2cccc3occc23)c1. As a reaction SMILES: [NH2:1][CH2:2][CH:3]1[CH:4]2[CH2:5][CH:6]([CH3:26])[CH2:7][CH:8]2[CH2:9][N:10]1[C:11](=[O:12])[c:13]1[n:14][c:15]([CH3:25])[s:16][c:17]1-[c:18]1[cH:19][c:20]([CH3:24])[cH:21][cH:22][cH:23]1.[o:27]1[cH:28][cH:29][c:30]2[c:31]1[cH:32][cH:33][cH:34][c:35]2[C:36](=[O:37])[OH:38]>>[NH:1]([CH2:2][CH:3]1[CH:4]2[CH2:5][CH:6]([CH3:26])[CH2:7][CH:8]2[CH2:9][N:10]1[C:11](=[O:12])[c:13]1[n:14][c:15]([CH3:25])[s:16][c:17]1-[c:18]1[cH:19][c:20]([CH3:24])[cH:21][cH:22][cH:23]1)[C:36]([c:35]1[c:30]2[cH:29][cH:28][o:27][c:31]2[cH:32][cH:33][cH:34]1)=[O:37].